This data is from the Open Reaction Database (ORD), a public repository of structured organic reaction records. The task is: describe an organic reaction: reactants, conditions, products, and yield Starting materials: BrC=1C=C2C=C(N=C(C2=CC1)Cl)NC1=NNC(=C1)C ((6-Bromo-1-chloro-isoquinolin-3-yl)-(5-methyl-1H-pyrazol-3-yl)-amine), C(C)(C)O (isopropanol). The product is BrC=1C=C2C=C(N=C(C2=CC1)OC(C)C)NC1=NNC(=C1)C ((6-Bromo-1-isopropoxy-isoquinolin-3-yl)-(5-methyl-1H-pyrazol-3-yl)-amine). As a reaction SMILES: [Br:1][C:2]1[CH:3]=[C:4]2[C:9](=[CH:10][CH:11]=1)[C:8](Cl)=[N:7][C:6]([NH:13][C:14]1[CH:18]=[C:17]([CH3:19])[NH:16][N:15]=1)=[CH:5]2.[CH:20]([OH:23])([CH3:22])[CH3:21]>>[Br:1][C:2]1[CH:3]=[C:4]2[C:9](=[CH:10][CH:11]=1)[C:8]([O:23][CH:20]([CH3:22])[CH3:21])=[N:7][C:6]([NH:13][C:14]1[CH:18]=[C:17]([CH3:19])[NH:16][N:15]=1)=[CH:5]2. Procedure: Similar procedure as described in example 376 was used, starting from (6-Bromo-1-chloro-isoquinolin-3-yl)-(5-methyl-1H-pyrazol-3-yl)-amine and isopropanol to give (6-Bromo-1-isopropoxy-isoquinolin-3-yl)-(5-methyl-1H-pyrazol-3-yl)-amine. LC-MS: m/e 361 (MH+). Starting materials: C1(=CC=CC=C1)C(C=C)=O (1-phenylprop-2-en-1-one), CN1CC(C(CC1)=O)C (1,3-dimethyl-piperidin-4-one), O1CCOCC1 (1,4 dioxane), [OH-].[K+] (KOH). Run in O (water). Run at temperature 25 celsius, time 10 minute. Yields the product CN1CC(C(CC1)=O)(CCC(C1=CC=CC=C1)=O)C (1,3-dimethyl-3-(3-oxo-3-phenyl-propyl)-piperidin-4-one). Yield: 10.8%. As a reaction SMILES: [CH3:1][N:2]1[CH2:7][CH2:6][C:5](=[O:8])[CH:4]([CH3:9])[CH2:3]1.O1CCOCC1.[OH-].[K+].[C:18]1([C:24](=[O:27])[CH:25]=[CH2:26])[CH:23]=[CH:22][CH:21]=[CH:20][CH:19]=1>O>[CH3:1][N:2]1[CH2:7][CH2:6][C:5](=[O:8])[C:4]([CH3:9])([CH2:26][CH2:25][C:24](=[O:27])[C:18]2[CH:23]=[CH:22][CH:21]=[CH:20][CH:19]=2)[CH2:3]1 |f:2.3|. Procedure details: To a stirred solution of 1,3-dimethyl-piperidin-4-one (0.1 g, 0.787 mmol) in mixture of 1,4 dioxane (2 mL) and water (0.1 mL) was added crushed KOH (44 mg, 0.787 mmol). The reaction mixture was stirred at 25° C. for 10 min. To this was added 1-phenylprop-2-en-1-one (103 mg, 0.787 mmol) dropwise. The reaction mixture was stirred at 25° C. for 2 h. The reaction mixture was concentrated under reduced pressure and the residue was diluted with water (10 mL) and EtOAc (20 mL), the organic layer was se...